Dataset: the Open Reaction Database (ORD), a public repository of structured organic reaction records. Task: describe an organic reaction: reactants, conditions, products, and yield Reactants: C1(=CC=CC=C1)S(=O)(=O)N1C(SC=2C(NCC(CC21)(C)C)=O)C2=C1C(=NC=C2)NC=C1 (N-Benzene sulfonyl-5,6,7,8-tetrahydro-7,7-dimethyl-2-(1H-pyrrolo[2,3-b]pyridin-4-yl)thiazolo[5,4-c]azepin-4-one), [OH-].[Na+] (NaOH). Run in CCO (EtOH). Yields the product CC1(CC2=C(C(NC1)=O)SC(=N2)C2=C1C(=NC=C2)NC=C1)C (5,6,7,8-tetrahydro-7,7-dimethyl-2-(1H-pyrrolo[2,3-b]pyridin-4-yl)thiazolo[5,4-c]azepin-4-one), solid. The yield is 52.0%. Reaction SMILES: C1(S([N:10]2[C:19]3[CH2:18][C:17]([CH3:21])([CH3:20])[CH2:16][NH:15][C:14](=[O:22])[C:13]=3[S:12][CH:11]2[C:23]2[CH:28]=[CH:27][N:26]=[C:25]3[NH:29][CH:30]=[CH:31][C:24]=23)(=O)=O)C=CC=CC=1.[OH-].[Na+]>CCO>[CH3:20][C:17]1([CH3:21])[CH2:16][NH:15][C:14](=[O:22])[C:13]2[S:12][C:11]([C:23]3[CH:28]=[CH:27][N:26]=[C:25]4[NH:29][CH:30]=[CH:31][C:24]=34)=[N:10][C:19]=2[CH2:18]1 |f:1.2|. Reported procedure: N-Benzene sulfonyl-5,6,7,8-tetrahydro-7,7-dimethyl-2-(1H-pyrrolo[2,3-b]pyridin-4-yl)thiazolo[5,4-c]azepin-4-one (Made using methods D and E) (79 mg, 1.0 Eq.) was suspended/dissolved in EtOH (4.5 mL) and NaOH (15 wt %, 0.5 mL, 11 Eq.) was added. The reaction mixture was refluxed for 4 hours. The reaction mixture was then allowed to cool to RT, and the solvent removed in vacuo. The mixture was partitioned between EtOAc/sat. aq. NH4Cl, and extracted into EtOAc (3×20 mL). The combined organic layers...